Dataset: the Open Reaction Database (ORD), a public repository of structured organic reaction records. Task: describe an organic reaction: reactants, conditions, products, and yield The reactants are NN (hydrazine), N(=[N+]=[N-])C1=C(C=CC=C1)N1C(C2=CC=CC=C2C1=O)=O (2-(2-azido-phenyl)-isoindole-1,3-dione), O (water). Solvent: C(C)O (ethanol). Conditions: time 15 minute. Yields the product N(=[N+]=[N-])C1=C(C=CC=C1)N (2-azidophenylamine). The yield is 25.6%. RXN SMILES: [N:1]([C:4]1[CH:9]=[CH:8][CH:7]=[CH:6][C:5]=1[N:10]1C(=O)C2C(=CC=CC=2)C1=O)=[N+:2]=[N-:3].NN.O>C(O)C>[N:1]([C:4]1[CH:9]=[CH:8][CH:7]=[CH:6][C:5]=1[NH2:10])=[N+:2]=[N-:3]. Reported procedure: To a suspension of the of 2-(2-azido-phenyl)-isoindole-1,3-dione (373 mg, 1.4 mmol) in ethanol (10 mL) was added hydrazine (140 μL, 4.24 mmol) followed by stirring for 15 minutes. The reaction mixture was poured into water and was extracted with ethyl acetate (3×25 mL). The combined extracts were washed with water and brine and were dried over magnesium sulfate. Filtration and concentration in vacuo gave a residue which was purified via radial chromatography (1 mm plate, 10% ethyl acetate/hexane... Reactants: C1(CCC(CC1)=O)=O (1,4-cyclohexanedione), C(C)(=O)NC(=S)N (N-acetylthiourea), O (water), BrBr (bromine). Run in CO (methanol). Run at temperature 10 celsius, time 1.5 hour. The product is Br.C(C)(=O)NC=1SC2=C(N1)CCC(C2)=O (2-acetamido-6-oxo-4,5,6,7-tetrahydrobenzothiazole hydrobromide). As a reaction SMILES: [C:1]1(=[O:8])[CH2:6][CH2:5][C:4](=O)[CH2:3][CH2:2]1.[Br:9]Br.[C:11]([NH:14][C:15]([NH2:17])=[S:16])(=[O:13])[CH3:12].O>CO>[BrH:9].[C:11]([NH:14][C:15]1[S:16][C:5]2[CH2:6][C:1](=[O:8])[CH2:2][CH2:3][C:4]=2[N:17]=1)(=[O:13])[CH3:12] |f:5.6|. Procedure details: 8.8 g of 1,4-cyclohexanedione was dissolved in 40 ml of methanol. The solution was cooled on an ice bath to 10° C. and 4.4 ml of bromine was added dropwise in 10 minutes. The solution was stirred at the same temperature for 1.5 hours and then the temperature was allowed to rise to ambient. After the colour disappeared, 11.1 g of N-acetylthiourea and 20 ml of water were added and the solution was heated under reflux for 2 hours. Hot reaction mixture was filtered, the filtration cake was washed wi... Reactants: CC(C)(C)OC(=O)NC(C#N)c1ccccc1, CC(c1ccccc1)N1CC(N)C2(CCC2)C1, C1CCOC1. Product: CC(c1ccccc1)N1CC(NC(=O)OC(C)(C)C)C2(CCC2)C1. Reaction SMILES: [C:18]([CH3:19])([CH3:20])([CH3:21])[O:22][C:23](=[O:24])[NH:25][CH:26]([c:27]1[cH:28][cH:29][cH:30][cH:31][cH:32]1)[C:33]#[N:34].[NH2:1][CH:2]1[CH2:3][N:4]([CH:10]([CH3:11])[c:12]2[cH:13][cH:14][cH:15][cH:16][cH:17]2)[CH2:5][C:6]12[CH2:7][CH2:8][CH2:9]2.[O:35]1[CH2:36][CH2:37][CH2:38][CH2:39]1>>[NH:1]([CH:2]1[CH2:3][N:4]([CH:10]([CH3:11])[c:12]2[cH:13][cH:14][cH:15][cH:16][cH:17]2)[CH2:5][C:6]12[CH2:7][CH2:8][CH2:9]2)[C:23]([O:22][C:18]([CH3:19])([CH3:20])[CH3:21])=[O:24]. Starting materials: C(C(C)C)(=O)O (Isobutyric acid), C(\C=C\CCCCCC)O (trans-2-nonen-1-ol), C1(=CC=C(C=C1)S(=O)(=O)O)C (p-toluenesulfonic acid). Solvent: C=1(C(=CC=CC1)C)C (xylene). The product is C(C(C)C)(=O)OC\C=C\CCCCCC (trans-2-nonenyl isobutyrate). The yield is 64.2%. Reaction SMILES: [C:1]([OH:6])(=[O:5])[CH:2]([CH3:4])[CH3:3].[CH2:7](O)/[CH:8]=[CH:9]/[CH2:10][CH2:11][CH2:12][CH2:13][CH2:14][CH3:15].C1(C)C=CC(S(O)(=O)=O)=CC=1>C1(C)C(C)=CC=CC=1>[C:1]([O:6][CH2:7]/[CH:8]=[CH:9]/[CH2:10][CH2:11][CH2:12][CH2:13][CH2:14][CH3:15])(=[O:5])[CH:2]([CH3:4])[CH3:3]. Reported procedure: Isobutyric acid (22.0 g, 0.25 mole), trans-2-nonen-1-ol (44.3 g, 0.25 mole), xylene (100 ml) and p-toluenesulfonic acid are heated to 145°C. The solution is refluxed for 5 minutes and 4.5 ml water is collected by distillation. The reaction mixture is cooled and first washed with water followed by 5% sodium carbonate. The washed solution is dried over sodium sulfate and distilled to yield 34.1 g of trans-2-nonenyl isobutyrate, b.p. 87° - 88°C/0.5 mm. An analytical sample is obtained for taste eva... Reaction SMILES: [CH2:29]=[CH:30][C:31]#[N:32].[CH3:26][CH2:27][O-:28].[CH3:33][CH2:34][OH:35].[NH2:1][c:2]1[c:3]([S:22](=[O:23])[CH3:24])[c:4]([CH:19]=[N:20][OH:21])[n:5][n:6]1-[c:7]1[c:8]([Cl:18])[cH:9][c:10]([C:14]([F:15])([F:16])[F:17])[cH:11][c:12]1[Cl:13].[Na+:25]>>[NH2:1][c:2]1[c:3]([S:22](=[O:23])[CH3:24])[c:4]([CH:19]=[N:20][O:21][CH2:29][CH2:30][C:31]#[N:32])[n:5][n:6]1-[c:7]1[c:8]([Cl:18])[cH:9][c:10]([C:14]([F:15])([F:16])[F:17])[cH:11][c:12]1[Cl:13]. Reactants: C=CC#N, CC[O-], CCO, CS(=O)c1c(C=NO)nn(-c2c(Cl)cc(C(F)(F)F)cc2Cl)c1N, [Na+]. Product: CS(=O)c1c(C=NOCCC#N)nn(-c2c(Cl)cc(C(F)(F)F)cc2Cl)c1N. Reactants: CCO, Cl, CCOC(=O)c1ccc(NCCCCCCCCCCCCCCCC(F)(F)F)cc1, [K+], [OH-], O. Yields the product O=C(O)c1ccc(NCCCCCCCCCCCCCCCC(F)(F)F)cc1. Reaction SMILES: [CH3:34][CH2:35][OH:36].[ClH:37].[F:1][C:2]([CH2:3][CH2:4][CH2:5][CH2:6][CH2:7][CH2:8][CH2:9][CH2:10][CH2:11][CH2:12][CH2:13][CH2:14][CH2:15][CH2:16][CH2:17][NH:18][c:19]1[cH:20][cH:21][c:22]([C:23](=[O:24])[O:25][CH2:26][CH3:27])[cH:28][cH:29]1)([F:30])[F:31].[K+:33].[OH-:32].[OH2:38]>>[F:1][C:2]([CH2:3][CH2:4][CH2:5][CH2:6][CH2:7][CH2:8][CH2:9][CH2:10][CH2:11][CH2:12][CH2:13][CH2:14][CH2:15][CH2:16][CH2:17][NH:18][c:19]1[cH:20][cH:21][c:22]([C:23](=[O:24])[OH:25])[cH:28][cH:29]1)([F:30])[F:31]. Reactants: OCC1CN(Cc2ccccc2)CC=C1c1ccc(F)cc1, Cc1ccccc1, O. Yields the product OCC1CN(Cc2ccccc2)CCC1c1ccc(F)cc1. Reaction SMILES: [CH2:1]([c:2]1[cH:3][cH:4][cH:5][cH:6][cH:7]1)[N:8]1[CH2:9][CH:10]([CH2:21][OH:22])[C:11]([c:14]2[cH:15][cH:16][c:17]([F:20])[cH:18][cH:19]2)=[CH:12][CH2:13]1.[CH3:24][c:25]1[cH:26][cH:27][cH:28][cH:29][cH:30]1.[OH2:23]>>[CH2:1]([c:2]1[cH:3][cH:4][cH:5][cH:6][cH:7]1)[N:8]1[CH2:9][CH:10]([CH2:21][OH:22])[CH:11]([c:14]2[cH:15][cH:16][c:17]([F:20])[cH:18][cH:19]2)[CH2:12][CH2:13]1. The reactants are BrC1=CC=NC2=C(C=C(C=C12)C(O)(C1=CC=C(C=C1)Cl)C1=CC=C(C=C1)Cl)OC ((4-bromo-8-methoxyquinolin-6-yl)bis(4-chlorophenyl)methanol), C(C)[SiH](CC)CC (triethylsilane), FC(C(=O)O)(F)F (trifluoroacetic acid). Solvent: C(Cl)Cl (DCM), ClCCl (dichloromethane). Reaction conditions: temperature 25 celsius, time 8 hour. The product is ClC1=CC=C(C=C1)C(C=1C=C2C(=CC=NC2=C(C1)OC)Br)C1=CC=C(C=C1)Cl (6-[bis(4-chlorophenyl)methyl]-4-bromo-8-methoxyquinoline). Reaction SMILES: [Br:1][C:2]1[C:11]2[C:6](=[C:7]([O:28][CH3:29])[CH:8]=[C:9]([C:12]([C:21]3[CH:26]=[CH:25][C:24]([Cl:27])=[CH:23][CH:22]=3)([C:14]3[CH:19]=[CH:18][C:17]([Cl:20])=[CH:16][CH:15]=3)O)[CH:10]=2)[N:5]=[CH:4][CH:3]=1.C([SiH](CC)CC)C.FC(F)(F)C(O)=O>C(Cl)Cl>[Cl:27][C:24]1[CH:23]=[CH:22][C:21]([CH:12]([C:14]2[CH:19]=[CH:18][C:17]([Cl:20])=[CH:16][CH:15]=2)[C:9]2[CH:10]=[C:11]3[C:6](=[C:7]([O:28][CH3:29])[CH:8]=2)[N:5]=[CH:4][CH:3]=[C:2]3[Br:1])=[CH:26][CH:25]=1. Procedure: Into a 500-mL 3-necked round-bottom flask, was placed (4-bromo-8-methoxyquinolin-6-yl)bis(4-chlorophenyl)methanol (6 g, 12.27 mmol, 1.00 equip), dichloromethane (200 mL), triethylsilane (8 mL), and trifluoroacetic acid (24 mL). The resulting solution was stirred overnight at 25° C. The resulting solution was diluted with DCM (100 mL). The resulting mixture was washed with saturated sodium bicarbonate (3×100 mL) and dried over anhydrous sodium sulfate. The solids were filtered out. The residue wa... The reactants are O=C([O-])[O-], NC1CCc2[nH]c3ccc(OCc4ccccc4)cc3c2C1, CC#N, CCCI, [K+], [K+]. Product: CCCNC1CCc2[nH]c3ccc(OCc4ccccc4)cc3c2C1. RXN SMILES: [C:23](=[O:24])([O-:25])[O-:26].[CH2:1]([c:2]1[cH:3][cH:4][cH:5][cH:6][cH:7]1)[O:8][c:9]1[cH:10][c:11]2[c:12]3[c:17]([nH:18][c:19]2[cH:20][cH:21]1)[CH2:16][CH2:15][CH:14]([NH2:22])[CH2:13]3.[CH3:33][C:34]#[N:35].[I:29][CH2:30][CH2:31][CH3:32].[K+:27].[K+:28]>>[CH2:1]([c:2]1[cH:3][cH:4][cH:5][cH:6][cH:7]1)[O:8][c:9]1[cH:10][c:11]2[c:12]3[c:17]([nH:18][c:19]2[cH:20][cH:21]1)[CH2:16][CH2:15][CH:14]([NH:22][CH2:30][CH2:31][CH3:32])[CH2:13]3. The reactants are C(CCC)[Li] (n-butyllithium), C([O-])(O)=O.[Na+] (Sodium bicarbonate), C(C1=CC=CC=C1)OC(=O)NC=1C=CC(=C(C1)F)N1CC(N(CC1)CCOC)=O (5-Benzyloxycarbonylamino-2-(4-{2-methoxyethyl}-3-oxopiperazin-1-yl)fluorobenzene), C([C@H]1CO1)OC(CCC)=O ((R)-glycidylbutyrate). The solvent is C1CCOC1 (THF), CN1C(N(CCC1)C)=O (1,3-Dimethyl-3,4,5,6-tetrahydro-2(1H)-pyrimidone). Conditions: temperature -78 celsius, time 16 hour. Yields the product FC=1C=C(C=CC1N1CC(N(CC1)CCOC)=O)N1C(O[C@H](C1)CO)=O ((5R)-3-(3-fluoro-4-{4-(2-methoxyethyl)-3-oxopiperazin-1-yl}phenyl)-5-hydroxymethyloxazolidin-2-one). As a reaction SMILES: C([O:8][C:9]([NH:11][C:12]1[CH:13]=[CH:14][C:15]([N:19]2[CH2:24][CH2:23][N:22]([CH2:25][CH2:26][O:27][CH3:28])[C:21](=[O:29])[CH2:20]2)=[C:16]([F:18])[CH:17]=1)=[O:10])C1C=CC=CC=1.C([Li])CCC.[CH2:35](OC(=O)CCC)[C@@H:36]1[O:38][CH2:37]1.C(=O)(O)[O-].[Na+]>C1COCC1.CN1CCCN(C)C1=O>[F:18][C:16]1[CH:17]=[C:12]([N:11]2[CH2:35][C@H:36]([CH2:37][OH:38])[O:8][C:9]2=[O:10])[CH:13]=[CH:14][C:15]=1[N:19]1[CH2:24][CH2:23][N:22]([CH2:25][CH2:26][O:27][CH3:28])[C:21](=[O:29])[CH2:20]1 |f:3.4|. Procedure details: 5-Benzyloxycarbonylamino-2-(4-{2-methoxyethyl}-3-oxopiperazin-1-yl)fluorobenzene (3.2 g) was dissolved in dry THF (100 ml) under argon, cooled to -78° C., and treated with a solution of n-butyllithium (1.6 M in hexane, 5.5 ml), keeping the temperature below -60° C. 1,3-Dimethyl-3,4,5,6-tetrahydro-2(1H)-pyrimidone (DMPU, 10 ml) was added to the resulting mixture to facilitate stirring and (R)-glycidylbutyrate (0.93 ml) was added. The mixture was stirred at -78° C. for 30 minutes, before allowing ...